This data is from the Open Reaction Database (ORD), a public repository of structured organic reaction records. The task is: describe an organic reaction: reactants, conditions, products, and yield The reactants are BrCC=1C=CC=2N=C(N=C(C2N1)N1CCOCC1)Cl (4-(6-(bromomethyl)-2-chloropyrido[3,2-d]pyrimidin-4-yl)morpholine), NCC(C)(O)C (1-amino-2-methylpropan-2-ol). Product: ClC=1N=C(C2=C(N1)C=CC(=N2)CNCC(C)(O)C)N2CCOCC2 (1-((2-chloro-4-morpholinopyrido[3,2-d]pyrimidin-6-yl)methylamino)-2-methylpropan-2-ol). Reaction SMILES: Br[CH2:2][C:3]1[CH:4]=[CH:5][C:6]2[N:7]=[C:8]([Cl:19])[N:9]=[C:10]([N:13]3[CH2:18][CH2:17][O:16][CH2:15][CH2:14]3)[C:11]=2[N:12]=1.[NH2:20][CH2:21][C:22]([CH3:25])([OH:24])[CH3:23]>>[Cl:19][C:8]1[N:9]=[C:10]([N:13]2[CH2:18][CH2:17][O:16][CH2:15][CH2:14]2)[C:11]2[N:12]=[C:3]([CH2:2][NH:20][CH2:21][C:22]([CH3:25])([OH:24])[CH3:23])[CH:4]=[CH:5][C:6]=2[N:7]=1. Procedure: 4-(6-(Bromomethyl)-2-chloropyrido[3,2-d]pyrimidin-4-yl)morpholine 7 (0.3 g) was reacted with 1-amino-2-methylpropan-2-ol via General Procedure B to afford quantitative yield of 1-((2-chloro-4-morpholinopyrido[3,2-d]pyrimidin-6-yl)methylamino)-2-methylpropan-2-ol. Starting materials: O=C1CCC(=O)N1Br, COc1ccc2ccsc2c1, CCCCC, ClCCCl, Cc1ccc(S(=O)(=O)O)cc1. Yields the product COc1ccc2cc(Br)sc2c1. RXN SMILES: [Br:1][N:2]1[C:3](=[O:4])[CH2:5][CH2:6][C:7]1=[O:8].[CH3:20][O:21][c:22]1[cH:23][c:24]2[c:25]([cH:26][cH:27][s:28]2)[cH:29][cH:30]1.[CH3:31][CH2:32][CH2:33][CH2:34][CH3:35].[Cl:36][CH2:37][CH2:38][Cl:39].[c:9]1([CH3:10])[cH:11][cH:12][c:13]([S:14]([OH:15])(=[O:16])=[O:17])[cH:18][cH:19]1>>[Br:1][c:27]1[cH:26][c:25]2[c:24]([cH:23][c:22]([O:21][CH3:20])[cH:30][cH:29]2)[s:28]1. Starting materials: CCOC(=O)c1ccc(F)c([N+](=O)[O-])c1, CS(C)=O, CCOC(C)=O, CC(C)(C)C(=O)CC(=O)NCc1ccc(F)c(F)c1, [K+], [K+], O=C([O-])[O-]. The product is CCOC(=O)c1ccc(C(C(=O)NCc2ccc(F)c(F)c2)C(=O)C(C)(C)C)c([N+](=O)[O-])c1. As a reaction SMILES: [CH2:20]([CH3:21])[O:22][C:23]([c:24]1[cH:25][c:26]([N+:31](=[O:32])[O-:33])[c:27]([F:30])[cH:28][cH:29]1)=[O:34].[CH3:41][S:42]([CH3:43])=[O:44].[CH3:45][CH2:46][O:47][C:48]([CH3:49])=[O:50].[F:1][c:2]1[cH:3][c:4]([CH2:5][NH:6][C:7]([CH2:8][C:9]([C:10]([CH3:11])([CH3:12])[CH3:13])=[O:14])=[O:15])[cH:16][cH:17][c:18]1[F:19].[K+:35].[K+:36].[O-:37][C:38]([O-:39])=[O:40]>>[F:1][c:2]1[cH:3][c:4]([CH2:5][NH:6][C:7]([CH:8]([C:9]([C:10]([CH3:11])([CH3:12])[CH3:13])=[O:14])[c:27]2[c:26]([N+:31](=[O:32])[O-:33])[cH:25][c:24]([C:23]([O:22][CH2:20][CH3:21])=[O:34])[cH:29][cH:28]2)=[O:15])[cH:16][cH:17][c:18]1[F:19]. Starting materials: 18.9, CC(C)(OC(=O)N[C@@H](C)C(=O)O)C ((S)-N-[(1,1,-dimethylethoxy)carbonyl]-alanine), Cl.CC(CN)=C (2-methyl-2-propen-1-amine monohydrochloride), 1-hydroxy-1H-benzotriazle hydrate, N,N-methanetetraylbis-[cyclohexanamine], CN1CCOCC1 (N-methylmorpholine). Run at time 20 minute. Product: 24.2, C[C@@H](C(=O)NCC(=C)C)NC(OC(C)(C)C)=O ((1,1-dimethylethyl) (S)-[1-methyl-2-[(2-methyl-2-propenyl)amino]-2-oxoethyl]carbamate). Isolated yield 99.9%. As a reaction SMILES: [CH3:1][C:2]([CH3:13])([O:4][C:5]([NH:7][C@H:8]([C:10]([OH:12])=O)[CH3:9])=[O:6])[CH3:3].Cl.[CH3:15][C:16](=[CH2:19])[CH2:17][NH2:18].CN1CCOCC1>>[CH3:9][C@H:8]([NH:7][C:5](=[O:6])[O:4][C:2]([CH3:1])([CH3:3])[CH3:13])[C:10]([NH:18][CH2:17][C:16]([CH3:19])=[CH2:15])=[O:12] |f:1.2|. Reported procedure: To a cooled (0° C.) mixture of 18.9 parts of (S)-N-[(1,1,-dimethylethoxy)carbonyl]-alanine, 10.8 parts of 2-methyl-2-propen-1-amine monohydrochloride, 27.0 parts of 1-hydroxy-1H-benzotriazle hydrate and tetaahydrofuran, there were added 10.1 parts of N-methylmorpholine and, after 20 min, 20.6 parts of N,N-methanetetraylbis-[cyclohexanamine] under a nitrogen atmosphere. The whole was kept at 0° C. for 1 hour and at room temperature for 12 hours. The solvent was evaporated and the residue was part... The reactants are O=C([O-])[O-], CCC(C)=O, ClCc1ccncc1, Cl, [I-], [K+], [K+], [Na+], OCC1CCCNC1. Yields the product OCC1CCCN(Cc2ccncc2)C1. Reaction SMILES: [C:9](=[O:10])([O-:11])[O-:12].[CH2:26]([C:27]([CH3:28])=[O:29])[CH3:30].[Cl:18][CH2:19][c:20]1[cH:21][cH:22][n:23][cH:24][cH:25]1.[ClH:17].[I-:16].[K+:13].[K+:14].[Na+:15].[OH:1][CH2:2][CH:3]1[CH2:4][NH:5][CH2:6][CH2:7][CH2:8]1>>[OH:1][CH2:2][CH:3]1[CH2:4][N:5]([CH2:19][c:20]2[cH:21][cH:22][n:23][cH:24][cH:25]2)[CH2:6][CH2:7][CH2:8]1. Reactants: aqueous solution, [Li+].[OH-] (LiOH), COC1=CC=C(CNC2=NC3=CC=C(C=C3C=C2/C=C/C(=O)OC)Br)C=C1 ((E)-methyl 3-(2-(4-methoxybenzylamino)-6-bromoquinolin-3-yl)acrylate). Solvent: CO (MeOH), C1CCOC1 (THF). Conditions: time 45 minute. Yields the product COC1=CC=C(CNC2=NC3=CC=C(C=C3C=C2/C=C/C(=O)O)Br)C=C1 ((E)-3-(2-(4-methoxybenzylamino)-6-bromoquinolin-3-yl)acrylic acid). RXN SMILES: [Li+].[OH-].[CH3:3][O:4][C:5]1[CH:29]=[CH:28][C:8]([CH2:9][NH:10][C:11]2[C:20](/[CH:21]=[CH:22]/[C:23]([O:25]C)=[O:24])=[CH:19][C:18]3[C:13](=[CH:14][CH:15]=[C:16]([Br:27])[CH:17]=3)[N:12]=2)=[CH:7][CH:6]=1>CO.C1COCC1>[CH3:3][O:4][C:5]1[CH:6]=[CH:7][C:8]([CH2:9][NH:10][C:11]2[C:20](/[CH:21]=[CH:22]/[C:23]([OH:25])=[O:24])=[CH:19][C:18]3[C:13](=[CH:14][CH:15]=[C:16]([Br:27])[CH:17]=3)[N:12]=2)=[CH:28][CH:29]=1 |f:0.1|. Procedure: DMF (54 ml, 701 mmol, 2.5 eq.) was added dropwise (via a syringe pump) to phosphoryl trichloride (179 ml, 1962 mmol, 7.0 eq.) in a 350 mL sealed tube in an ice bath under nitrogen. After the addition, the water bath was removed and N-(4-bromophenyl)acetamide (60 g, 280 mmol) was added in one portion and the resulting mixture was stirred until a homogenous solution was observed (approx. 30 min.). The reaction vessel was sealed and heated at 75° C. for 48 h. The reaction was allowed to cool and sl...